From a dataset of the Open Reaction Database (ORD), a public repository of structured organic reaction records. describe an organic reaction: reactants, conditions, products, and yield Reactants: CCOC(C)=O, Cl, CC(C)(C)OC(=O)N1CCC(F)(c2ccccn2)CC1. The product is FC1(c2ccccn2)CCNCC1. Reaction SMILES: [CH3:22][CH2:23][O:24][C:25](=[O:26])[CH3:27].[ClH:21].[F:1][C:2]1([c:15]2[n:16][cH:17][cH:18][cH:19][cH:20]2)[CH2:3][CH2:4][N:5]([C:8]([O:9][C:10]([CH3:11])([CH3:12])[CH3:13])=[O:14])[CH2:6][CH2:7]1>>[F:1][C:2]1([c:15]2[n:16][cH:17][cH:18][cH:19][cH:20]2)[CH2:3][CH2:4][NH:5][CH2:6][CH2:7]1. Reactants: C(C)(C)(C)OC(=O)C1=CC2=C(CC(O2)COC)C(=C1)OCC1=CC=CC=C1 (4-benzyloxy-2-methoxymethyl-2,3-dihydro-benzofuran-6-carboxylic acid tert-butyl ester), C(C)(C)(C)OC(=O)C1=CC2=C(CC(O2)CO)C(=C1)OC1=CC=C(C=C1)C(N(C)C)=O (4-(4-dimethylcarbamoyl-phenoxy)-2-hydroxymethyl-2,3-dihydro-benzofuran-6-carboxylic acid tert-butyl ester), CI (methyl iodide). Product: C(C)(C)(C)OC(=O)C1=CC2=C(CC(O2)COC)C(=C1)OC1=CC=C(C=C1)C(N(C)C)=O (4-(4-Dimethylcarbamoyl-phenoxy)-2-methoxymethyl-2,3-dihydro-benzofuran-6-carboxylic acid tert-butyl ester). As a reaction SMILES: [C:1]([O:5][C:6]([C:8]1[CH:19]=[C:18]([O:20]CC2C=CC=CC=2)[C:11]2[CH2:12][CH:13]([CH2:15][O:16][CH3:17])[O:14][C:10]=2[CH:9]=1)=[O:7])([CH3:4])([CH3:3])[CH3:2].C(OC(C1C=C(O[C:47]2[CH:52]=[CH:51][C:50]([C:53](=[O:57])[N:54]([CH3:56])[CH3:55])=[CH:49][CH:48]=2)C2CC(CO)OC=2C=1)=O)(C)(C)C.CI>>[C:1]([O:5][C:6]([C:8]1[CH:19]=[C:18]([O:20][C:47]2[CH:52]=[CH:51][C:50]([C:53](=[O:57])[N:54]([CH3:55])[CH3:56])=[CH:49][CH:48]=2)[C:11]2[CH2:12][CH:13]([CH2:15][O:16][CH3:17])[O:14][C:10]=2[CH:9]=1)=[O:7])([CH3:2])([CH3:4])[CH3:3]. Reported procedure: The title compound was prepared in a similar manner as described for Intermediate 204b, from 4-(4-dimethylcarbamoyl-phenoxy)-2-hydroxymethyl-2,3-dihydro-benzofuran-6-carboxylic acid tert-butyl ester (211a) and methyl iodide. 1H NMR (400 MHz, CDCl3) δ 7.40-7.43 (m, 2 H) 7.24 (d, J=1.26 Hz, 1 H) 7.17 (d, J=1.26 Hz, 1 H) 6.92-7.01 (m, 2 H) 4.92-5.05 (m, 1 H) 3.51-3.59 (m, 2 H) 3.41 (s, 3 H) 2.99-3.15 (m, 7 H) 2.81-2.90 (m, 1 H) 1.54 (s, 9 H); LCMS for C24H29NO6 m/z 428.20 (M+H+). The reactants are CCC(CC)C(=O)Cl, CCOC(=O)CC#N, CCOCC, [Na]. Product: CCOC(=O)C(C#N)=C(O)C(CC)CC. Reaction SMILES: [CH2:1]([CH3:2])[CH:3]([C:4](=[O:5])[Cl:6])[CH2:7][CH3:8].[CH2:9]([CH3:10])[O:11][C:12]([CH2:13][C:14]#[N:15])=[O:16].[CH3:18][CH2:19][O:20][CH2:21][CH3:22].[Na:17]>>[CH2:1]([CH3:2])[CH:3]([C:4]([OH:5])=[C:13]([C:12]([O:11][CH2:9][CH3:10])=[O:16])[C:14]#[N:15])[CH2:7][CH3:8].